Dataset: the Open Reaction Database (ORD), a public repository of structured organic reaction records. Task: describe an organic reaction: reactants, conditions, products, and yield Reactants: OCC#CCCCC (HOCH2C≡C(CH2)3CH3), OCCCCCC#C (HO(CH2)5C≡CH), OCCCCCC#C (HO(CH2)5C≡CH), OCCC#CCCC (HO(CH2)2C≡C(CH2)2CH3), O=O (oxygen). The reagents and catalysts are Cl[Cu] (CuCl). Solvent: N1=CC=CC=C1.CO (pyridine methanol). Yields the product OCCCCCC#C (HO(CH2)5C≡CH), OCCCCCC#CC#CCCCCCO (HO(CH2)5C≡C—C≡C(CH2)5OH). As a reaction SMILES: [OH:1][CH2:2][C:3]#[C:4][CH2:5][CH2:6][CH2:7][CH3:8].[OH:9][CH2:10][CH2:11][C:12]#[C:13][CH2:14][CH2:15][CH3:16].[OH:17][CH2:18][CH2:19][CH2:20][CH2:21][CH2:22][C:23]#[CH:24].O=O>N1C=CC=CC=1.CO.Cl[Cu]>[OH:1][CH2:2][CH2:3][CH2:4][CH2:5][CH2:6][C:7]#[CH:8].[OH:9][CH2:10][CH2:11][CH2:12][CH2:13][CH2:14][C:15]#[C:16][C:24]#[C:23][CH2:22][CH2:21][CH2:20][CH2:19][CH2:18][OH:17] |f:4.5|. Reported procedure: HO(CH2)5C≡CH was prepared by the KAPA-promoted isomerization of HOCH2C≡C(CH2)3CH3 (prepared according to Millar, J. G.; Oehlschlager, A. C. J. Org. Chem. 1984, 49, 2332-2338) or HO(CH2)2C≡C(CH2)2CH3 (commercially available from GFS Chemicals; Powell, Ohio). Oxidative coupling of HO(CH2)5C≡CH was carried out in a glass reaction vessel by dissolving 6.95 grams of HO(CH2)5C≡CH in pyridine/methanol (2.0 milliliters/6.2 milliliters) and adding 307 grams of CuCl followed by stirring in the presence of... Starting materials: CCO, O=C(C1CCCN1S(=O)(=O)c1ccc2ccccc2c1)N1CC(c2ccc(Cl)cc2)Sc2ccccc21, [K+], [OH-], O, O. Yields the product Clc1ccc(C2CNc3ccccc3S2)cc1. Reaction SMILES: [CH2:42]([OH:43])[CH3:44].[Cl:1][c:2]1[cH:3][cH:4][c:5]([CH:8]2[S:9][c:10]3[c:11]([cH:34][cH:35][cH:36][cH:37]3)[N:12]([C:14](=[O:15])[CH:16]3[CH2:17][CH2:18][CH2:19][N:20]3[S:21]([c:22]3[cH:23][cH:24][c:25]4[c:26]([cH:27][cH:28][cH:29][cH:30]4)[cH:31]3)(=[O:32])=[O:33])[CH2:13]2)[cH:6][cH:7]1.[K+:39].[OH-:38].[OH2:40].[OH2:41]>>[Cl:1][c:2]1[cH:3][cH:4][c:5]([CH:8]2[S:9][c:10]3[c:11]([cH:34][cH:35][cH:36][cH:37]3)[NH:12][CH2:13]2)[cH:6][cH:7]1. The reactants are ClC=1SC=CC1[N+](=O)[O-] (2-chloro-3-nitrothiophene), CC=1N=C(SC1)[Sn](CCCC)(CCCC)CCCC (4-methyl-2-(tributylstannyl)thiazole). The product is CC=1N=C(SC1)C=1SC=CC1[N+](=O)[O-] (4-Methyl-2-(3-nitrothiophen-2-yl)thiazole). Reaction SMILES: Cl[C:2]1[S:3][CH:4]=[CH:5][C:6]=1[N+:7]([O-:9])=[O:8].[CH3:10][C:11]1[N:12]=[C:13]([Sn](CCCC)(CCCC)CCCC)[S:14][CH:15]=1>>[CH3:10][C:11]1[N:12]=[C:13]([C:2]2[S:3][CH:4]=[CH:5][C:6]=2[N+:7]([O-:9])=[O:8])[S:14][CH:15]=1. Procedure details: 4-Methyl-2-(3-nitrothiophen-2-yl)thiazole was prepared from 2-chloro-3-nitrothiophene (219 mg, 1.34 mmol) and 4-methyl-2-(tributylstannyl)thiazole (520 mg, 1.34 mmol) according to protocol E. Retention time (min)=2.462, method [1], MS(ESI) 227.0 (M+H). The reactants are ice, P(=O)(Cl)(Cl)Cl (Phosphorus oxychloride), C(=CCCC)N1C2=CC=CC=C2C=2C=CC=CC12 (N-pentenyl-carbazole), iminium, C(C)(=O)[O-].[Na+] (sodium acetate). The solvent is CN(C=O)C (dimethylformamide). Run at temperature 100 celsius, time 15 minute. Product: C(=O)C=1C=CC=2N(C3=CC=CC=C3C2C1)C=CCCC (3-formyl-N-pentenyl-carbazole). As a reaction SMILES: P(Cl)(Cl)(Cl)=O.[CH:6]([N:11]1[C:23]2[CH:22]=[CH:21][CH:20]=[CH:19][C:18]=2[C:17]2[C:12]1=[CH:13][CH:14]=[CH:15][CH:16]=2)=[CH:7][CH2:8][CH2:9][CH3:10].[C:24]([O-])(=[O:26])C.[Na+]>CN(C)C=O>[CH:24]([C:20]1[CH:21]=[CH:22][C:23]2[N:11]([CH:6]=[CH:7][CH2:8][CH2:9][CH3:10])[C:12]3[C:17]([C:18]=2[CH:19]=1)=[CH:16][CH:15]=[CH:14][CH:13]=3)=[O:26] |f:2.3|. Procedure: Phosphorus oxychloride (9.1 g, 60mmol) was added to dimethylformamide (17 mL) at 0° C. with strong stirring over 15 minutes. Upon complete addition, the orange solution was stirred at 0° C. for a further 10 minutes. N-pentenyl-carbazole (10.5 g, 45 mmol) was gradually added to the iminium salt and the mixture was heated at 100° C. for 1.5 hours, then cooled to room temperature and added to ice. The ice slurry was adjusted to a pH of 6 with saturated sodium acetate solution and the crude product ... The reactants are COC(=O)C=1C(=NC2=CC(=C(C=C2C1C1=CC=CC=C1)Cl)Cl)Cl (2,6,7-trichloro-4-phenyl-quinoline-3-carboxylic acid methyl ester), N1CCCCC1 (piperidine). Yields the product ClC=1C=C2C(=C(C(=NC2=CC1Cl)N1CCCCC1)C(=O)O)C1=CC=CC=C1 (6,7-Dichloro-4-phenyl-2-piperidin-1-yl-quinoline-3-carboxylic acid). Reaction SMILES: C[O:2][C:3]([C:5]1[C:6](Cl)=[N:7][C:8]2[C:13]([C:14]=1[C:15]1[CH:20]=[CH:19][CH:18]=[CH:17][CH:16]=1)=[CH:12][C:11]([Cl:21])=[C:10]([Cl:22])[CH:9]=2)=[O:4].[NH:24]1[CH2:29][CH2:28][CH2:27][CH2:26][CH2:25]1>>[Cl:21][C:11]1[CH:12]=[C:13]2[C:8](=[CH:9][C:10]=1[Cl:22])[N:7]=[C:6]([N:24]1[CH2:29][CH2:28][CH2:27][CH2:26][CH2:25]1)[C:5]([C:3]([OH:2])=[O:4])=[C:14]2[C:15]1[CH:20]=[CH:19][CH:18]=[CH:17][CH:16]=1. Reported procedure: The title compound was prepared in analogy to example 21 step D from 2,6,7-trichloro-4-phenyl-quinoline-3-carboxylic acid methyl ester and piperidine. Brown solid. MS (ESI): 401.1 (M+H)+.